Dataset: the Open Reaction Database (ORD), a public repository of structured organic reaction records. Task: describe an organic reaction: reactants, conditions, products, and yield RXN SMILES: [CH3:25][I:26].[CH:1]([CH3:2])([CH3:3])[c:4]1[cH:5][cH:6][c:7]([CH:10]2[C:11](=[O:22])[O:12][c:13]3[c:14]2[c:15]([CH3:21])[cH:16][c:17]([CH3:20])[c:18]3[CH3:19])[cH:8][cH:9]1.[H-:23].[Na+:24].[O:28]=[CH:29][N:30]([CH3:31])[CH3:32].[OH2:27]>>[CH:1]([CH3:2])([CH3:3])[c:4]1[cH:5][cH:6][c:7]([C:10]2([CH3:25])[C:11](=[O:22])[O:12][c:13]3[c:14]2[c:15]([CH3:21])[cH:16][c:17]([CH3:20])[c:18]3[CH3:19])[cH:8][cH:9]1. Reactants: CI, Cc1cc(C)c2c(c1C)OC(=O)C2c1ccc(C(C)C)cc1, [H-], [Na+], CN(C)C=O, O. Product: Cc1cc(C)c2c(c1C)OC(=O)C2(C)c1ccc(C(C)C)cc1.